describe an organic reaction: reactants, conditions, products, and yield From a dataset of the Open Reaction Database (ORD), a public repository of structured organic reaction records. Starting materials: COc1cccc(N)c1, CCO, Clc1ccnc2ccc3cn[nH]c3c12. The product is Cl, COc1cccc(Nc2ccnc3ccc4cn[nH]c4c23)c1. As a reaction SMILES: [CH3:15][O:16][c:17]1[cH:18][c:19]([NH2:23])[cH:20][cH:21][cH:22]1.[CH3:24][CH2:25][OH:26].[Cl:1][c:2]1[cH:3][cH:4][n:5][c:6]2[cH:7][cH:8][c:9]3[c:10]([c:11]12)[nH:12][n:13][cH:14]3>>[ClH:1].[c:2]1([NH:23][c:19]2[cH:18][c:17]([O:16][CH3:15])[cH:22][cH:21][cH:20]2)[cH:3][cH:4][n:5][c:6]2[cH:7][cH:8][c:9]3[c:10]([c:11]12)[nH:12][n:13][cH:14]3. Starting materials: CCN(CC)S(F)(F)F, CC1(C)OC(=O)C(CC(=O)O)O1, ClCCl. Yields the product CC1(C)OC(=O)C(CC(=O)F)O1. As a reaction SMILES: [CH2:13]([N:14]([S:15]([F:16])([F:17])[F:19])[CH2:18][CH3:20])[CH3:21].[CH3:1][C:2]1([CH3:12])[O:3][C:4](=[O:11])[CH:5]([CH2:7][C:8](=[O:9])[OH:10])[O:6]1.[Cl:22][CH2:23][Cl:24]>>[CH3:1][C:2]1([CH3:12])[O:3][C:4](=[O:11])[CH:5]([CH2:7][C:8](=[O:9])[F:19])[O:6]1.